From a dataset of the Open Reaction Database (ORD), a public repository of structured organic reaction records. describe an organic reaction: reactants, conditions, products, and yield Starting materials: ClC1=C(C=NC2=CC3=C(C=C12)C=C(C(=C3)OC)OC)C#N (4-chloro-7,8-dimethoxybenzo[g]quinoline-3-carbonitrile), ClC1=CC(=C(N)C=C1OC)C (4-chloro-5-methoxy-2-methylaniline), Cl.N1=CC=CC=C1 (pyridine hydrochloride). Run in C(C)OCCO (2-ethoxyethanol). Run at temperature 125 celsius. Yields the product ClC1=CC(=C(NC2=C(C=NC3=CC4=C(C=C23)C=C(C(=C4)OC)OC)C#N)C=C1OC)C (4-(4-Chloro-5-methoxy-2-methylanilino)-7,8-dimethoxybenzo[g]quinoline-3-carbonitrile). Yield: 81.8%. RXN SMILES: Cl[C:2]1[C:11]2[C:6](=[CH:7][C:8]3[CH:15]=[C:14]([O:16][CH3:17])[C:13]([O:18][CH3:19])=[CH:12][C:9]=3[CH:10]=2)[N:5]=[CH:4][C:3]=1[C:20]#[N:21].[Cl:22][C:23]1[C:29]([O:30][CH3:31])=[CH:28][C:26]([NH2:27])=[C:25]([CH3:32])[CH:24]=1.Cl.N1C=CC=CC=1>C(OCCO)C>[Cl:22][C:23]1[C:29]([O:30][CH3:31])=[CH:28][C:26]([NH:27][C:2]2[C:11]3[C:6](=[CH:7][C:8]4[CH:15]=[C:14]([O:16][CH3:17])[C:13]([O:18][CH3:19])=[CH:12][C:9]=4[CH:10]=3)[N:5]=[CH:4][C:3]=2[C:20]#[N:21])=[C:25]([CH3:32])[CH:24]=1 |f:2.3|. Procedure: Following the procedure of Example 11, a mixture of 75.8 mg (0.25 mmol) of 4-chloro-7,8-dimethoxybenzo[g]quinoline-3-carbonitrile, 51.5 mg (0.30 mmol) of 4-chloro-5-methoxy-2-methylaniline and 28.9 mg (0.25 mmol) of pyridine hydrochloride in 5.0 mL of 2-ethoxyethanol is heated at 120-130° C. for 2 hours to yield the crude product. Purification of the crude product on preparative TLC (developing solvent: 95:5 methylene chloride/methanol) yields 88.7 mg (82.1%) of the pure product as a yellow soli... Reactants: FC1=C(C=C(C=C1)C(C=C)O)OC1=CC=CC=C1 (1-(4-Fluoro-3-phenoxyphenyl)prop-2-en-1-ol), Cl (hydrochloric acid). Solvent: O1CCCC1 (tetrahydrofuran), O (water). Conditions: time 2 hour. Product: FC1=C(C=C(C=C1)/C=C/CCl)OC1=CC=CC=C1 (E-3-(4-fluoro-3-phenoxyphenyl)-1-chloroprop-2-ene). As a reaction SMILES: [F:1][C:2]1[CH:7]=[CH:6][C:5]([CH:8](O)[CH:9]=[CH2:10])=[CH:4][C:3]=1[O:12][C:13]1[CH:18]=[CH:17][CH:16]=[CH:15][CH:14]=1.[ClH:19]>O1CCCC1.O>[F:1][C:2]1[CH:7]=[CH:6][C:5](/[CH:8]=[CH:9]/[CH2:10][Cl:19])=[CH:4][C:3]=1[O:12][C:13]1[CH:18]=[CH:17][CH:16]=[CH:15][CH:14]=1. Procedure: 1-(4-Fluoro-3-phenoxyphenyl)prop-2-en-1-ol (38 g) was dissolved in tetrahydrofuran (400 cm3) and concentrated hydrochloric acid (180 cm3) was added with vigorous stirring. Stirring was continued for a further 2 hours, after which time, analysis of a withdrawn sample by gas liquid chromatography showed no starting material remaining. The mixture was diluted with water and the products extracted into ethyl acetate. The combined organic layers were washed with water (4 times), then dried over anhyd... The reactants are NCc1ccc(Br)cc1, C1CCC2=NCCCN2CC1, O=C(Nc1cccc2cnccc12)C(Cl)(Cl)Cl. Yields the product O=C(NCc1ccc(Br)cc1)Nc1cccc2cnccc12. Reaction SMILES: [Br:1][c:2]1[cH:3][cH:4][c:5]([CH2:6][NH2:7])[cH:8][cH:9]1.[CH2:27]1[CH2:28][CH2:29][C:30]2=[N:35][CH2:34][CH2:33][CH2:32][N:31]2[CH2:36][CH2:37]1.[Cl:10][C:11]([C:12](=[O:13])[NH:14][c:15]1[c:16]2[cH:17][cH:18][n:19][cH:20][c:21]2[cH:22][cH:23][cH:24]1)([Cl:25])[Cl:26]>>[Br:1][c:2]1[cH:3][cH:4][c:5]([CH2:6][NH:7][C:12](=[O:13])[NH:14][c:15]2[c:16]3[cH:17][cH:18][n:19][cH:20][c:21]3[cH:22][cH:23][cH:24]2)[cH:8][cH:9]1. As a reaction SMILES: [Br:1][C:2]1[CH:3]=[CH:4][C:5]2[C:9]([Cl:10])=[C:8]([C:11](Cl)=[O:12])[S:7][C:6]=2[CH:14]=1.[H-].[Al+3].[Li+].[H-].[H-].[H-].O.[OH-].[Na+]>CCOCC.O1CCCC1>[Br:1][C:2]1[CH:3]=[CH:4][C:5]2[C:9]([Cl:10])=[C:8]([CH2:11][OH:12])[S:7][C:6]=2[CH:14]=1 |f:1.2.3.4.5.6,8.9|. The product is BrC=1C=CC2=C(SC(=C2Cl)CO)C1 (6-bromo-3-chloro-2-hydroxymethylbenzo[ b]thiophene). The solvent is CCOCC (ether), O1CCCC1 (tetrahydrofuran), CCOCC (ether). Starting materials: BrC=1C=CC2=C(SC(=C2Cl)C(=O)Cl)C1 (6-bromo-3-chlorobenzo[b]thiophene-2-carboxylic acid chloride), [H-].[Al+3].[Li+].[H-].[H-].[H-] (lithium aluminium hydride), [OH-].[Na+] (sodium hydroxide), [H-].[Al+3].[Li+].[H-].[H-].[H-] (lithium aluminium hydride), O (water), O (water). Isolated yield 40.0%. Reaction conditions: time 30 minute. Procedure: A solution of 6-bromo-3-chlorobenzo[b]thiophene-2-carboxylic acid chloride (6.20 g) in dry ether (50 ml) and dry tetrahydrofuran (50 ml) was added dropwise to a stirred suspension of lithium aluminium hydride (0.58 g) in dry ether (250 ml) at 0° under an atmosphere of dry nitrogen. The mixture was stirred at room temperature for 30 minutes and then at reflux for 21/2 hours before being cooled and allowed to stand for 18 hours. It was then cooled and the excess of lithium aluminium hydride was de... Starting materials: CO, Cl, COC(=O)C(C)(C)Oc1ccc([N+](=O)[O-])cc1, [Na+], [OH-], O. The product is CC(C)(Oc1ccc([N+](=O)[O-])cc1)C(=O)O. RXN SMILES: [CH3:22][OH:23].[ClH:21].[N+:1](=[O:2])([O-:3])[c:4]1[cH:5][cH:6][c:7]([O:8][C:9]([C:10](=[O:11])[O:12][CH3:13])([CH3:14])[CH3:15])[cH:16][cH:17]1.[Na+:20].[OH-:19].[OH2:18]>>[N+:1](=[O:2])([O-:3])[c:4]1[cH:5][cH:6][c:7]([O:8][C:9]([C:10](=[O:11])[OH:12])([CH3:14])[CH3:15])[cH:16][cH:17]1. Starting materials: ClCC=1C=C(OCC2=NC3=CC=CC=C3C=C2)C=CC1 (2-((3-chloromethylphenoxy)methyl)quinoline), C(=O)(OCCC)C=1OC2=C(C(C1)=O)C=C(C=C2)O (2-carbopropoxy-6-hydroxy-4-oxo-4H-1-benzopyran), C([O-])([O-])=O.[K+].[K+] (potassium carbonate), CN(C=O)C (dimethylformamide). The solvent is CC(=O)C (acetone). Yields the product C(=O)(OCCC)C=1OC2=C(C(C1)=O)C=C(C=C2)OCC2=CC(=CC=C2)OCC2=NC1=CC=CC=C1C=C2 (2-carbopropoxy-6-(3-(quinolin-2-ylmethoxy)benzyloxy)-4-oxo-4H-1-benzopyran). Yield: 28.2%. RXN SMILES: Cl[CH2:2][C:3]1[CH:4]=[C:5]([CH:18]=[CH:19][CH:20]=1)[O:6][CH2:7][C:8]1[CH:17]=[CH:16][C:15]2[C:10](=[CH:11][CH:12]=[CH:13][CH:14]=2)[N:9]=1.[C:21]([C:27]1[O:28][C:29]2[CH:37]=[CH:36][C:35]([OH:38])=[CH:34][C:30]=2[C:31](=[O:33])[CH:32]=1)([O:23][CH2:24][CH2:25][CH3:26])=[O:22].C(=O)([O-])[O-].[K+].[K+].CN(C)C=O>CC(C)=O>[C:21]([C:27]1[O:28][C:29]2[CH:37]=[CH:36][C:35]([O:38][CH2:2][C:3]3[CH:20]=[CH:19][CH:18]=[C:5]([O:6][CH2:7][C:8]4[CH:17]=[CH:16][C:15]5[C:10](=[CH:11][CH:12]=[CH:13][CH:14]=5)[N:9]=4)[CH:4]=3)=[CH:34][C:30]=2[C:31](=[O:33])[CH:32]=1)([O:23][CH2:24][CH2:25][CH3:26])=[O:22] |f:2.3.4|. Reported procedure: A mixture of 3.47g of 2-((3-chloromethylphenoxy)methyl)quinoline, 3.04g of 2-carbopropoxy-6-hydroxy-4-oxo-4H-1-benzopyran, 1.69g of potassium carbonate and 1 ml of dimethylformamide is refluxed in 50 ml of acetone for 41 hours. The mixture is concentrated in vacuo and the residue is dissolved in water. This solution is neutralized with diluted hydrochloric acid and the resulting solid is filtered off and purified by flash silica gel chromatography in propanol-dimethylformamide to give 1.71 g of ... Starting materials: [BH4-], CO, [Na+], CC(C)=Nn1cnc2cnc3ccccc3c21. Yields the product CC(C)Nn1cnc2cnc3ccccc3c21. As a reaction SMILES: [BH4-:18].[CH3:20][OH:21].[Na+:19].[n:1]1([N:14]=[C:15]([CH3:16])[CH3:17])[cH:2][n:3][c:4]2[cH:5][n:6][c:7]3[cH:8][cH:9][cH:10][cH:11][c:12]3[c:13]12>>[n:1]1([NH:14][CH:15]([CH3:16])[CH3:17])[cH:2][n:3][c:4]2[cH:5][n:6][c:7]3[cH:8][cH:9][cH:10][cH:11][c:12]3[c:13]12. Reactants: ClC=1C=C(C=NC1OC=1N=CC2=CC=CC=C2C1)N (5-chloro-6-(isoquinolin-3-yloxy)pyridin-3-amine), ClC1=CC(=C(C=C1)S(=O)(=O)Cl)F (4-chloro-2-fluorobenzene-1-sulfonyl chloride). The product is ClC1=CC(=C(C=C1)S(=O)(=O)NC=1C=NC(=C(C1)Cl)OC=1N=CC2=CC=CC=C2C1)F (4-Chloro-N-(5-chloro-6-(isoquinolin-3-yloxy)pyridin-3-yl)-2-fluorobenzenesulfonamide). RXN SMILES: [Cl:1][C:2]1[CH:3]=[C:4]([NH2:19])[CH:5]=[N:6][C:7]=1[O:8][C:9]1[N:10]=[CH:11][C:12]2[C:17]([CH:18]=1)=[CH:16][CH:15]=[CH:14][CH:13]=2.[Cl:20][C:21]1[CH:26]=[CH:25][C:24]([S:27](Cl)(=[O:29])=[O:28])=[C:23]([F:31])[CH:22]=1>>[Cl:20][C:21]1[CH:26]=[CH:25][C:24]([S:27]([NH:19][C:4]2[CH:5]=[N:6][C:7]([O:8][C:9]3[N:10]=[CH:11][C:12]4[C:17]([CH:18]=3)=[CH:16][CH:15]=[CH:14][CH:13]=4)=[C:2]([Cl:1])[CH:3]=2)(=[O:28])=[O:29])=[C:23]([F:31])[CH:22]=1. Procedure details: The title compound was prepared by reacting 5-chloro-6-(isoquinolin-3-yloxy)pyridin-3-amine (obtained as per procedure described in preparation 2) and 4-chloro-2-fluorobenzene-1-sulfonyl chloride. Starting materials: FC(C1=CC2=C(N=C(N2)S)C=C1)(F)F (5-(trifluoromethyl)-2-benzimidazolethiol), Cl.ClCC1=NC=CC=C1C (2-chloromethyl-3-methylpyridine hydrochloride), [OH-].[Na+] (sodium hydroxide). The solvent is alcohol, O (water). The product is FC(C1=CC2=C(N=CN2)C=C1)(F)F (5-(trifluoromethyl)benzimidazole). Reaction SMILES: [F:1][C:2]([F:14])([F:13])[C:3]1[CH:12]=[CH:11][C:6]2[N:7]=[C:8](S)[NH:9][C:5]=2[CH:4]=1.Cl.ClCC1C(C)=CC=CN=1.[OH-].[Na+]>O>[F:14][C:2]([F:1])([F:13])[C:3]1[CH:12]=[CH:11][C:6]2[N:7]=[CH:8][NH:9][C:5]=2[CH:4]=1 |f:1.2,3.4|. Reported procedure: 6.54 g of 5-(trifluoromethyl)-2-benzimidazolethiol are suspended in 200 ml of alcohol and treated with 5.34 g of 2-chloromethyl-3-methylpyridine hydrochloride while cooling wlth ice. Thereafter. a solution of 2.4 g of sodium hydroxide in 100 ml of water is added dropwise thereto, the mixture is left to boil at reflux overnight and subsequently evaporated to dryness in vacuo. The residue is dissolved in 950 ml of methylene chloride. The solution is washed firstly with 200 ml of 1.5N sodium hydrox...